From a dataset of the Open Reaction Database (ORD), a public repository of structured organic reaction records. describe an organic reaction: reactants, conditions, products, and yield Procedure: (1R,2S,3R,1S)-3-[2-(1-benzyl-piperidin-4-ylamino)-6-(2,2-diphenyl-ethylamino)-purin-9-yl]-5-(4-hydroxymethyl-pyrazol-1-yl)-cyclopentane-1,2-diol trifluoroacetate (Example 78) (50 mg, 0.063 mmol) is dissolved in ethanol (2 ml). Palladium hydroxide (20% on carbon) (45 mg, 0.57 mmol) and ammonium formate (20 mg, 0.057 mmol) are added and the reaction mixture is refluxed for 1.5 hours. The reaction mixture is allowed to cool, the catalyst is filtered off and the solvent is removed in vacuo. The titl... Solvent: C(C)O (ethanol). The product is FC(C(=O)O)(F)F.C1(=CC=CC=C1)C(CNC1=C2N=CN(C2=NC(=N1)NC1CCNCC1)[C@H]1[C@@H]([C@@H]([C@H](C1)N1N=CC(=C1)CO)O)O)C1=CC=CC=C1 ((1R,2S,3R,5S)-3-[6-(2,2-Diphenyl-ethylamino)-2-(piperidin-4-ylamino)-purin-9-yl]-5-(4-hydroxymethyl-pyrazol-1-yl)-cyclopentane-1,2-diol trifluoroacetate). Reactants: FC(C(=O)O)(F)F.C(C1=CC=CC=C1)N1CCC(CC1)NC1=NC(=C2N=CN(C2=N1)[C@H]1[C@@H]([C@@H]([C@H](C1)N1N=CC(=C1)CO)O)O)NCC(C1=CC=CC=C1)C1=CC=CC=C1 ((1R,2S,3R,5S)-3-[2-(1-Benzyl-piperidin-4-ylamino)-6-(2,2-diphenyl-ethylamino)-purin-9-yl]-5-(4-hydroxymethyl-pyrazol-1-yl)-cyclopentane-1,2-diol trifluoroacetate), C(=O)[O-].[NH4+] (ammonium formate). RXN SMILES: [F:1][C:2]([F:7])([F:6])[C:3]([OH:5])=[O:4].C([N:15]1[CH2:20][CH2:19][CH:18]([NH:21][C:22]2[N:30]=[C:29]3[C:25]([N:26]=[CH:27][N:28]3[C@@H:31]3[CH2:35][C@H:34]([N:36]4[CH:40]=[C:39]([CH2:41][OH:42])[CH:38]=[N:37]4)[C@@H:33]([OH:43])[C@H:32]3[OH:44])=[C:24]([NH:45][CH2:46][CH:47]([C:54]3[CH:59]=[CH:58][CH:57]=[CH:56][CH:55]=3)[C:48]3[CH:53]=[CH:52][CH:51]=[CH:50][CH:49]=3)[N:23]=2)[CH2:17][CH2:16]1)C1C=CC=CC=1.C([O-])=O.[NH4+]>C(O)C.[OH-].[Pd+2].[OH-]>[F:1][C:2]([F:7])([F:6])[C:3]([OH:5])=[O:4].[C:54]1([CH:47]([C:48]2[CH:49]=[CH:50][CH:51]=[CH:52][CH:53]=2)[CH2:46][NH:45][C:24]2[N:23]=[C:22]([NH:21][CH:18]3[CH2:17][CH2:16][NH:15][CH2:20][CH2:19]3)[N:30]=[C:29]3[C:25]=2[N:26]=[CH:27][N:28]3[C@@H:31]2[CH2:35][C@H:34]([N:36]3[CH:40]=[C:39]([CH2:41][OH:42])[CH:38]=[N:37]3)[C@@H:33]([OH:43])[C@H:32]2[OH:44])[CH:59]=[CH:58][CH:57]=[CH:56][CH:55]=1 |f:0.1,2.3,5.6.7,8.9|. The reagents and catalysts are [OH-].[Pd+2].[OH-] (Palladium hydroxide).